From a dataset of the Open Reaction Database (ORD), a public repository of structured organic reaction records. describe an organic reaction: reactants, conditions, products, and yield Starting materials: N1=CC(=CC=C1)C=1NC=CN1 (2-(3-pyridyl)-imidazole), C(Cl)(Cl)Cl (chloroform), ClN1C(CCC1=O)=O (N-chlorosuccinimide). Run at time 1 hour. Product: N1=CC(=CC=C1)C=1NC(=C(N1)Cl)Cl (2-(3-pyridyl)-4,5-dichloroimidazole). As a reaction SMILES: [N:1]1[CH:6]=[CH:5][CH:4]=[C:3]([C:7]2[NH:8]C=[CH:10][N:11]=2)[CH:2]=1.[Cl:12]N1C(=O)CCC1=O.[CH:20]([Cl:23])(Cl)Cl>>[N:1]1[CH:6]=[CH:5][CH:4]=[C:3]([C:7]2[NH:8][C:20]([Cl:23])=[C:10]([Cl:12])[N:11]=2)[CH:2]=1. Procedure details: To a suspension of 2-(3-pyridyl)-imidazole (1.5 g., 0.01 moles) in chloroform (150 ml.) is added dropwise with stirring over one hour at reflux N-chlorosuccinimide (2.6 g., 0.02 moles). The reaction mixture is heated three hours at reflux. After cooling, the solvent is removed at 20 mm. and the residue triturated with water while heating on a steam bath. The resulting solid is filtered and after recrystallization from acetonitrile 400 mg. of 2-(3-pyridyl)-4,5-dichloroimidazole is obtained, m.p. ... Reactants: NC1=C(C=NC=C1C(=O)O)C (4-amino-5-methylnicotinic acid), CN (methylamine), C[C@@H]1CN(CCC1)CCCOC1=CC=C(C=O)C=C1 (4-{3-[(3S)-3-methylpiperidin-1-yl]propoxy}benzaldehyde). Product: CN1C(=NC2=C(C1=O)C=NC=C2C)C2=CC=C(C=C2)OCCCN2C[C@H](CCC2)C (3,8-Dimethyl-2-(4-{3-[(3S)-3-methylpiperidin-1-yl]propoxy}phenyl)pyrido[4,3-d]pyrimidin-4(3H)-one). Reaction SMILES: [NH2:1][C:2]1[C:7]([C:8]([OH:10])=O)=[CH:6][N:5]=[CH:4][C:3]=1[CH3:11].[CH3:12][NH2:13].[CH3:14][C@H:15]1[CH2:20][CH2:19][CH2:18][N:17]([CH2:21][CH2:22][CH2:23][O:24][C:25]2[CH:32]=[CH:31][C:28]([CH:29]=O)=[CH:27][CH:26]=2)[CH2:16]1>>[CH3:12][N:13]1[C:8](=[O:10])[C:7]2[CH:6]=[N:5][CH:4]=[C:3]([CH3:11])[C:2]=2[N:1]=[C:29]1[C:28]1[CH:31]=[CH:32][C:25]([O:24][CH2:23][CH2:22][CH2:21][N:17]2[CH2:18][CH2:19][CH2:20][C@H:15]([CH3:14])[CH2:16]2)=[CH:26][CH:27]=1. Procedure: The entitled compound was obtained according to the method of Example 15 but starting from 4-amino-5-methylnicotinic acid, methylamine and 4-{3-[(3S)-3-methylpiperidin-1-yl]propoxy}benzaldehyde. Reactants: FC(F)=CCCBr, O=C([O-])[O-], CCC(C)=O, ClCCl, Oc1cc(Br)ccc1F, [I-], [K+], [K+], [Na+]. The product is FC(F)=CCCOc1cc(Br)ccc1F. RXN SMILES: [Br:18][CH2:19][CH2:20][CH:21]=[C:22]([F:23])[F:24].[C:10](=[O:11])([O-:12])[O-:13].[CH2:25]([C:26]([CH3:27])=[O:28])[CH3:29].[Cl:30][CH2:31][Cl:32].[F:1][c:2]1[c:3]([OH:9])[cH:4][c:5]([Br:8])[cH:6][cH:7]1.[I-:17].[K+:14].[K+:15].[Na+:16]>>[F:1][c:2]1[c:3]([O:9][CH2:19][CH2:20][CH:21]=[C:22]([F:23])[F:24])[cH:4][c:5]([Br:8])[cH:6][cH:7]1. The reactants are CC(C)(C)OC(=O)c1c(N)sc2c1CCOC2, CC#N, CN(C)C=O, O=C(Cl)C(=O)Cl, Cl, [K], [K], O, c1ccncc1, O=C(O)c1nnn[nH]1. The product is CC(C)(C)OC(=O)c1c(NC(=O)c2nnn[nH]2)sc2c1CCOC2. RXN SMILES: [C:17]([CH3:18])([CH3:19])([CH3:20])[O:21][C:22](=[O:23])[c:24]1[c:25]([NH2:33])[s:26][c:27]2[c:32]1[CH2:31][CH2:30][O:29][CH2:28]2.[CH3:35][C:36]#[N:37].[CH3:45][N:46]([CH3:47])[CH:48]=[O:49].[Cl:1][C:2]([C:3]([Cl:4])=[O:5])=[O:6].[ClH:34].[K:7].[K:8].[OH2:38].[cH:39]1[cH:40][cH:41][n:42][cH:43][cH:44]1.[nH:9]1[n:10][n:11][n:12][c:13]1[C:14](=[O:15])[OH:16]>>[n:9]1[n:10][n:11][nH:12][c:13]1[C:14](=[O:16])[NH:33][c:25]1[c:24]([C:22]([O:21][C:17]([CH3:18])([CH3:19])[CH3:20])=[O:23])[c:32]2[c:27]([s:26]1)[CH2:28][O:29][CH2:30][CH2:31]2.